From a dataset of the Open Reaction Database (ORD), a public repository of structured organic reaction records. describe an organic reaction: reactants, conditions, products, and yield Starting materials: Oc1ccc(Br)cc1, CC#N, ClCCN1CCOCC1, [K+], [K+], O=C([O-])[O-]. The product is Brc1ccc(OCCN2CCOCC2)cc1. Reaction SMILES: [Br:10][c:11]1[cH:12][cH:13][c:14]([OH:17])[cH:15][cH:16]1.[CH3:24][C:25]#[N:26].[Cl:1][CH2:2][CH2:3][N:4]1[CH2:5][CH2:6][O:7][CH2:8][CH2:9]1.[K+:18].[K+:19].[O-:20][C:21]([O-:22])=[O:23]>>[CH2:2]([CH2:3][N:4]1[CH2:5][CH2:6][O:7][CH2:8][CH2:9]1)[O:17][c:14]1[cH:13][cH:12][c:11]([Br:10])[cH:16][cH:15]1. Reactants: O (water), ClC=1C=CC(=C(C1)C=1C=CC(=NC1)C(=O)NCCC(=O)OC)CNC1=CC=C(C=C1)I (Methyl 3-(5-(5-chloro-2-(((4-iodophenyl)amino)methyl)phenyl)picolinamido)propanoate), FC1=C(C=C(C=C1)B(O)O)C ((4-fluoro-3-methylphenyl)boronic acid), C(=O)([O-])[O-].[K+].[K+] (K2CO3). Reagents/catalysts: C1=CC=C(C=C1)P([C-]2C=CC=C2)C3=CC=CC=C3.C1=CC=C(C=C1)P([C-]2C=CC=C2)C3=CC=CC=C3.Cl[Pd]Cl.[Fe+2] (Pd(dppf)Cl2). Solvent: O1CCOCC1 (1,4-dioxane), C(Cl)Cl (DCM). The product is ClC=1C=CC(=C(C1)C=1C=CC(=NC1)C(=O)NCCC(=O)OC)CNC1=CC=C(C=C1)C1=CC(=C(C=C1)F)C (methyl 3-(5-(5-chloro-2-(((4′-fluoro-3′-methyl-[1,1′-biphenyl]-4-yl)amino)methyl)phenyl)picolinamido)propanoate). RXN SMILES: [Cl:1][C:2]1[CH:3]=[CH:4][C:5]([CH2:23][NH:24][C:25]2[CH:30]=[CH:29][C:28](I)=[CH:27][CH:26]=2)=[C:6]([C:8]2[CH:9]=[CH:10][C:11]([C:14]([NH:16][CH2:17][CH2:18][C:19]([O:21][CH3:22])=[O:20])=[O:15])=[N:12][CH:13]=2)[CH:7]=1.[F:32][C:33]1[CH:38]=[CH:37][C:36](B(O)O)=[CH:35][C:34]=1[CH3:42].C([O-])([O-])=O.[K+].[K+].O>O1CCOCC1.C(Cl)Cl.C1C=CC(P(C2C=CC=CC=2)[C-]2C=CC=C2)=CC=1.C1C=CC(P(C2C=CC=CC=2)[C-]2C=CC=C2)=CC=1.Cl[Pd]Cl.[Fe+2]>[Cl:1][C:2]1[CH:3]=[CH:4][C:5]([CH2:23][NH:24][C:25]2[CH:30]=[CH:29][C:28]([C:36]3[CH:37]=[CH:38][C:33]([F:32])=[C:34]([CH3:42])[CH:35]=3)=[CH:27][CH:26]=2)=[C:6]([C:8]2[CH:9]=[CH:10][C:11]([C:14]([NH:16][CH2:17][CH2:18][C:19]([O:21][CH3:22])=[O:20])=[O:15])=[N:12][CH:13]=2)[CH:7]=1 |f:2.3.4,8.9.10.11|. Reported procedure: Methyl 3-(5-(5-chloro-2-(((4-iodophenyl)amino)methyl)phenyl)picolinamido)propanoate (83 mg, 0.15 mmol), (4-fluoro-3-methylphenyl)boronic acid (31 mg, 0.20 mmol), Pd(dppf)Cl2 (12 mg, 0.02 mmol), and K2CO3 (55 mg, 0.40 mmol) were dissolved in 1,4-dioxane (1.5 mL) and water (0.5 mL) and heated to 90° C. After 1.5 h the resulting mixture was diluted with DCM, dried (Na2SO4), concentrated, and purified via column chromatography to yield the title compound.